Dataset: the Open Reaction Database (ORD), a public repository of structured organic reaction records. Task: describe an organic reaction: reactants, conditions, products, and yield Reactants: ClC1=CC(=NC(=N1)NC)N1C[C@H](CC[C@H]1C)C(=O)NCC1=CC=CC=C1 ((3S,6R)-1-[6-Chloro-2-(methylamino)-4-pyrimidinyl]-6-methyl-N-(phenylmethyl)-3-piperidinecarboxamide), CC1=NNC2=CC(=CC=C12)B1OC(C(O1)(C)C)(C)C (3-methyl-6-(4,4,5,5-tetramethyl-1,3,2-dioxaborolan-2-yl)-1H-indazole), C1(CCCCC1)P(C1CCCCC1)C1CCCCC1 (tricyclohexylphosphine), [O-]P(=O)([O-])[O-].[K+].[K+].[K+] (K3PO4). The reagents and catalysts are C=1C=CC(=CC1)/C=C/C(=O)/C=C/C2=CC=CC=C2.C=1C=CC(=CC1)/C=C/C(=O)/C=C/C2=CC=CC=C2.C=1C=CC(=CC1)/C=C/C(=O)/C=C/C2=CC=CC=C2.[Pd].[Pd] (Pd2(dba)3). The solvent is O (water), O1CCOCC1 (1,4-dioxane). Reaction conditions: temperature 100 celsius. Product: C[C@@H]1CC[C@@H](CN1C1=NC(=NC(=C1)C1=CC=C2C(=NNC2=C1)C)NC)C(=O)NCC1=CC=CC=C1 ((3S,6R)-6-Methyl-1-[2-(methylamino)-6-(3-methyl-1H-indazol-6-yl)-4-pyrimidinyl]-N-(phenylmethyl)-3-piperidinecarboxamide). Yield: 67.1%. As a reaction SMILES: Cl[C:2]1[N:7]=[C:6]([NH:8][CH3:9])[N:5]=[C:4]([N:10]2[C@H:15]([CH3:16])[CH2:14][CH2:13][C@H:12]([C:17]([NH:19][CH2:20][C:21]3[CH:26]=[CH:25][CH:24]=[CH:23][CH:22]=3)=[O:18])[CH2:11]2)[CH:3]=1.[CH3:27][C:28]1[C:36]2[C:31](=[CH:32][C:33](B3OC(C)(C)C(C)(C)O3)=[CH:34][CH:35]=2)[NH:30][N:29]=1.C1(P(C2CCCCC2)C2CCCCC2)CCCCC1.[O-]P([O-])([O-])=O.[K+].[K+].[K+]>C1C=CC(/C=C/C(/C=C/C2C=CC=CC=2)=O)=CC=1.C1C=CC(/C=C/C(/C=C/C2C=CC=CC=2)=O)=CC=1.C1C=CC(/C=C/C(/C=C/C2C=CC=CC=2)=O)=CC=1.[Pd].[Pd].O.O1CCOCC1>[CH3:16][C@H:15]1[N:10]([C:4]2[CH:3]=[C:2]([C:33]3[CH:32]=[C:31]4[C:36]([C:28]([CH3:27])=[N:29][NH:30]4)=[CH:35][CH:34]=3)[N:7]=[C:6]([NH:8][CH3:9])[N:5]=2)[CH2:11][C@@H:12]([C:17]([NH:19][CH2:20][C:21]2[CH:26]=[CH:25][CH:24]=[CH:23][CH:22]=2)=[O:18])[CH2:13][CH2:14]1 |f:3.4.5.6,7.8.9.10.11|. Procedure: (3S,6R)-1-[6-Chloro-2-(methylamino)-4-pyrimidinyl]-6-methyl-N-(phenylmethyl)-3-piperidinecarboxamide (370 mg, 0.99 mmol), 3-methyl-6-(4,4,5,5-tetramethyl-1,3,2-dioxaborolan-2-yl)-1H-indazole (383 mg, 1.48 mmol, 1.5 equiv), tricyclohexylphosphine (42 mg, 0.5 mmol, 0.15 equiv), Pd2(dba)3 (68 mg, 0.07 mmol, 0.075 equiv) and K3PO4 (357 mg, 1.68 mmol, 1.7 equiv) were charged to a 30 mL microwave vial, followed by addition of 1,4-dioxane (4 mL) and water (1.33 mL). The mixture was bubbled with argon f... Starting materials: N#Cc1cnc2cc(Br)ccc2c1Nc1ccc(Cl)cc1Cl, C#CCO. Yields the product N#Cc1cnc2cc(C#CCO)ccc2c1Nc1ccc(Cl)cc1Cl. RXN SMILES: [Br:1][c:2]1[cH:3][cH:4][c:5]2[c:6]([NH:14][c:15]3[c:16]([Cl:22])[cH:17][c:18]([Cl:21])[cH:19][cH:20]3)[c:7]([C:12]#[N:13])[cH:8][n:9][c:10]2[cH:11]1.[CH2:23]([C:24]#[CH:25])[OH:26]>>[c:2]1([C:25]#[C:24][CH2:23][OH:26])[cH:3][cH:4][c:5]2[c:6]([NH:14][c:15]3[c:16]([Cl:22])[cH:17][c:18]([Cl:21])[cH:19][cH:20]3)[c:7]([C:12]#[N:13])[cH:8][n:9][c:10]2[cH:11]1. Starting materials: C(C1=CC=CC=C1)OC(=O)N1C[C@@H]([C@@H](C1)F)CBr ((3S,4S)-1-Benzyloxycarbonyl-3-bromomethyl-4-fluoropyrrolidine), C1(CC1)N (cyclopropylamine). The solvent is C(C)#N (acetonitrile). Run at temperature 80 celsius, time 6 hour. Product: C(C1=CC=CC=C1)OC(=O)N1C[C@@H]([C@@H](C1)F)CNC1CC1 ((3S,4S)-1-benzyloxycarbonyl-3-cyclopropylaminomethyl-4-fluoropyrrolidine). Reaction SMILES: [CH2:1]([O:8][C:9]([N:11]1[CH2:15][C@@H:14]([F:16])[C@@H:13]([CH2:17]Br)[CH2:12]1)=[O:10])[C:2]1[CH:7]=[CH:6][CH:5]=[CH:4][CH:3]=1.[CH:19]1([NH2:22])[CH2:21][CH2:20]1>C(#N)C>[CH2:1]([O:8][C:9]([N:11]1[CH2:15][C@@H:14]([F:16])[C@@H:13]([CH2:17][NH:22][CH:19]2[CH2:21][CH2:20]2)[CH2:12]1)=[O:10])[C:2]1[CH:7]=[CH:6][CH:5]=[CH:4][CH:3]=1. Reported procedure: (3S,4S)-1-Benzyloxycarbonyl-3-bromomethyl-4-fluoropyrrolidine (415 mg), cyclopropylamine (0.91 mL) and acetonitrile (3 mL) were mixed together. The mixture was stirred at 80° C. for 6 hours and was subsequently concentrated under reduced pressure. To the resulting residue, cyclopropylamine (4.55 mL) was added and the mixture was again stirred at 80° C. for 6 hours and was concentrated under reduced pressure. The residue was dissolved in ethyl acetate (15 mL), washed with saturated brine (2×5 mL)... Starting materials: O (water), C(C(C)C)(=O)O (isobutyric acid), round bottom glass. The product is C(C(C)C)(=O)O (isobutyric acid), OC(C(=O)O)(C)C (α-hydroxyisobutyric acid). RXN SMILES: [C:1]([OH:6])(=[O:5])[CH:2]([CH3:4])[CH3:3].[OH2:7]>>[C:1]([OH:6])(=[O:5])[CH:2]([CH3:4])[CH3:3].[OH:7][C:2]([CH3:4])([CH3:3])[C:1]([OH:6])=[O:5]. Procedure: In Examples 1-10 which follow in Table form, an aqueous solution of isobutyric acid (IBA) was prepared by weighing the desired quantities of the isobutyric acid and water into a 500 ml round bottom glass reaction flask equipped with a mechanical stirrer, a thermometer and reflux condenser. A molar equivalent quantity of a TlX3 salt compound, calculated according to the above-mentioned reaction formula, was added and the reaction mixture heated on an oil bath to the desired temperature with stirr... The reactants are COC1CCC(N2C(=O)CNc3ncc(Br)nc32)CC1, O=C([O-])[O-], CC(C)(O)c1ccc(B2OC(C)(C)C(C)(C)O2)cn1, Cc1ccccc1, [K+], [K+], C1CCOC1, O. The product is COC1CCC(N2C(=O)CNc3ncc(-c4ccc(C(C)(C)O)nc4)nc32)CC1. RXN SMILES: [Br:1][c:2]1[cH:3][n:4][c:5]2[c:6]([n:7]1)[N:8]([CH:13]1[CH2:14][CH2:15][CH:16]([O:19][CH3:20])[CH2:17][CH2:18]1)[C:9](=[O:12])[CH2:10][NH:11]2.[C:40](=[O:41])([O-:42])[O-:43].[CH3:21][C:22]1([CH3:23])[C:24]([CH3:25])([CH3:26])[O:27][B:28]([c:29]2[cH:30][cH:31][c:32]([C:35]([CH3:36])([CH3:37])[OH:38])[n:33][cH:34]2)[O:39]1.[CH3:46][c:47]1[cH:48][cH:49][cH:50][cH:51][cH:52]1.[K+:44].[K+:45].[O:53]1[CH2:54][CH2:55][CH2:56][CH2:57]1.[OH2:58]>>[c:2]1(-[c:29]2[cH:30][cH:31][c:32]([C:35]([CH3:36])([CH3:37])[OH:38])[n:33][cH:34]2)[cH:3][n:4][c:5]2[c:6]([n:7]1)[N:8]([CH:13]1[CH2:14][CH2:15][CH:16]([O:19][CH3:20])[CH2:17][CH2:18]1)[C:9](=[O:12])[CH2:10][NH:11]2. Reactants: CN (Methylamine), CN1CC2=C(N(C=3C=CC(=CC23)C)CC(CC(=O)OCC)C2=CC=C(C=C2)F)CC1 (ethyl 4-(2,8-dimethyl-3,4-dihydro-1H-pyrido[4,3-b]indol-5(2H)-yl)-3-(4-fluorophenyl)butanoate). Run in O (water). Conditions: temperature 100 celsius. Yields the product CN1CC2=C(N(C=3C=CC(=CC23)C)CC(CC(=O)NC)C2=CC=C(C=C2)F)CC1 (4-(2,8-dimethyl-3,4-dihydro-1H-pyrido[4,3-b]indol-5(2H)-yl)-3-(4-fluorophenyl)-N-methylbutanamide). RXN SMILES: [CH3:1][NH2:2].[CH3:3][N:4]1[CH2:32][CH2:31][C:7]2[N:8]([CH2:16][CH:17]([C:24]3[CH:29]=[CH:28][C:27]([F:30])=[CH:26][CH:25]=3)[CH2:18][C:19]([O:21]CC)=O)[C:9]3[CH:10]=[CH:11][C:12]([CH3:15])=[CH:13][C:14]=3[C:6]=2[CH2:5]1>O>[CH3:3][N:4]1[CH2:32][CH2:31][C:7]2[N:8]([CH2:16][CH:17]([C:24]3[CH:29]=[CH:28][C:27]([F:30])=[CH:26][CH:25]=3)[CH2:18][C:19]([NH:2][CH3:1])=[O:21])[C:9]3[CH:10]=[CH:11][C:12]([CH3:15])=[CH:13][C:14]=3[C:6]=2[CH2:5]1. Procedure details: Methylamine (1 mL) was added to ethyl 4-(2,8-dimethyl-3,4-dihydro-1H-pyrido[4,3-b]indol-5(2H)-yl)-3-(4-fluorophenyl)butanoate (50 mg, 0.122 mmol) and the reaction mixture was heated at 100° C. overnight. The reaction mixture was cooled to RT, diluted with water (5 mL) and extracted with EtOAc. The organic layer was dried over anhydrous sodium sulfate and concentrated under reduced pressure. The product was purified by silica gel chromatography (100-200 mesh) eluting with 0-7% MeOH-DCM as eluent.